Dataset: the Open Reaction Database (ORD), a public repository of structured organic reaction records. Task: describe an organic reaction: reactants, conditions, products, and yield Reaction SMILES: [Cl:1][C:2]1[N:7]=[C:6]([CH2:8][N:9]2[CH2:14][CH:13]([CH3:15])[O:12][C@H:11](O)[C:10]2=[O:17])[CH:5]=[CH:4][CH:3]=1.S(Cl)(Cl)=O.C1(P(C2C=CC=CC=2)C2C=CC=CC=2)C=CC=CC=1.[F:41][C:42]1[CH:43]=[C:44]([CH:47]=[CH:48][C:49]=1[N:50]1[CH:54]=[C:53]([CH3:55])[N:52]=[CH:51]1)[CH:45]=O>>[Cl:1][C:2]1[N:7]=[C:6]([CH2:8][N:9]2[CH2:14][C@H:13]([CH3:15])[O:12]/[C:11](=[CH:45]\[C:44]3[CH:47]=[CH:48][C:49]([N:50]4[CH:54]=[C:53]([CH3:55])[N:52]=[CH:51]4)=[C:42]([F:41])[CH:43]=3)/[C:10]2=[O:17])[CH:5]=[CH:4][CH:3]=1. Procedure details: 24.3 mg of the title compound was obtained from (S)-4-(6-chloropyridin-2-ylmethyl)-2-hydroxy-6-methylmorpholin-3-one, thionyl chloride, triphenylphosphine, and 3-fluoro-4-(4-methyl-1H-imidazol-1-yl)benzaldehyde in the same manner as in Example 15. The product is ClC1=CC=CC(=N1)CN1C(/C(/O[C@H](C1)C)=C/C1=CC(=C(C=C1)N1C=NC(=C1)C)F)=O ((Z)-(S)-4-(6-chloropyridin-2-ylmethyl)-2-[1-[3-fluoro-4-(4-methyl-1H-imidazol-1-yl)phenyl]methylidene]-6-methylmorpholin-3-one). Reactants: ClC1=CC=CC(=N1)CN1C([C@H](OC(C1)C)O)=O ((S)-4-(6-chloropyridin-2-ylmethyl)-2-hydroxy-6-methylmorpholin-3-one), S(=O)(Cl)Cl (thionyl chloride), C1(=CC=CC=C1)P(C1=CC=CC=C1)C1=CC=CC=C1 (triphenylphosphine), FC=1C=C(C=O)C=CC1N1C=NC(=C1)C (3-fluoro-4-(4-methyl-1H-imidazol-1-yl)benzaldehyde). The reactants are C(C)N1N=CC=2C1=NC(=C(C2NC2CCOCC2)CNC(C2=CC(=CC=C2)CC(C)=O)=O)CC (N-[[1,6-Diethyl-4-[(tetrahydro-2H-pyran-4-yl)amino]-1H-pyrazolo[3,4-b]pyridin-5-yl]methyl]-3-(2-oxopropyl)benzamide), C(=O)C=1C=C(C(=O)O)C=CC1 (3-formylbenzoic acid), C24H30N5O3. The product is C(C)N1N=CC=2C1=NC(=C(C2NC2CCOCC2)CNC(C2=CC(=CC=C2)C=O)=O)CC (N-[[1,6-Diethyl-4-[(tetrahydro-2H-pyran-4-yl)amino]-1H-pyrazolo[3,4-b]pyridin-5-yl]methyl]-3-formylbenzamide). RXN SMILES: [CH2:1]([N:3]1[C:7]2=[N:8][C:9]([CH2:33][CH3:34])=[C:10]([CH2:19][NH:20][C:21](=[O:32])[C:22]3[CH:27]=[CH:26][CH:25]=[C:24](CC(=O)C)[CH:23]=3)[C:11]([NH:12][CH:13]3[CH2:18][CH2:17][O:16][CH2:15][CH2:14]3)=[C:6]2[CH:5]=[N:4]1)[CH3:2].[CH:35](C1C=C(C=CC=1)C(O)=O)=[O:36]>>[CH2:1]([N:3]1[C:7]2=[N:8][C:9]([CH2:33][CH3:34])=[C:10]([CH2:19][NH:20][C:21](=[O:32])[C:22]3[CH:27]=[CH:26][CH:25]=[C:24]([CH:35]=[O:36])[CH:23]=3)[C:11]([NH:12][CH:13]3[CH2:14][CH2:15][O:16][CH2:17][CH2:18]3)=[C:6]2[CH:5]=[N:4]1)[CH3:2]. Procedure details: The title compound was synthesized in a manner analogous to that described for Intermediate 29, using 3-formylbenzoic acid in place of 3-(2-oxopropyl)benzoic acid. ES/MS calcd. for C24H30N5O3+ 436.2. found m/z=436.2 (M+H)+.